From a dataset of the Open Reaction Database (ORD), a public repository of structured organic reaction records. describe an organic reaction: reactants, conditions, products, and yield The reactants are B, C1CCOC1, CC1(C)OC(=O)C(CC(=O)O)O1. The product is CC1(C)OC(=O)C(CCO)O1. RXN SMILES: [BH3:13].[CH2:14]1[O:15][CH2:16][CH2:17][CH2:18]1.[CH3:1][C:2]1([CH3:12])[O:3][C:4](=[O:11])[CH:5]([CH2:7][C:8](=[O:9])[OH:10])[O:6]1>>[CH3:1][C:2]1([CH3:12])[O:3][C:4](=[O:11])[CH:5]([CH2:7][CH2:8][OH:9])[O:6]1. The reactants are C(C)(C)(C)C1=C(C(=CC(=C1)S)C(C)(C)C)O (2,6-di-tert-butyl-4-mercaptophenol), CN1C(C=CC1=O)=O (N-methylmaleimide). Solvent: C(C)N(CC)CC (triethylamine). Yields the product CN1C(C(CC1=O)SC1=CC(=C(C(=C1)C(C)(C)C)O)C(C)(C)C)=O (N-Methyl-2-(3,5-di-tert-butyl-4-hydroxyphenylthio)-succinimide). Yield: 88.0%. Reaction SMILES: [C:1]([C:5]1[CH:10]=[C:9]([SH:11])[CH:8]=[C:7]([C:12]([CH3:15])([CH3:14])[CH3:13])[C:6]=1[OH:16])([CH3:4])([CH3:3])[CH3:2].[CH3:17][N:18]1[C:22](=[O:23])[CH:21]=[CH:20][C:19]1=[O:24]>C(N(CC)CC)C>[CH3:17][N:18]1[C:22](=[O:23])[CH2:21][CH:20]([S:11][C:9]2[CH:8]=[C:7]([C:12]([CH3:15])([CH3:14])[CH3:13])[C:6]([OH:16])=[C:5]([C:1]([CH3:4])([CH3:3])[CH3:2])[CH:10]=2)[C:19]1=[O:24]. Reported procedure: The procedure of Example 1 is repeated using 11.92 grams 2,6-di-tert-butyl-4-mercaptophenol, 5.55 grams N-methylmaleimide, and 0.5 grams triethylamine. The residue is recrystallized from toluene: heptane to give 15.47 grams (88% yield), m.p. 132°-132.5° C. Starting materials: O=C1CCCCCO1, [Na+], [OH-], O. Yields the product O=C([O-])CCCCCO, [Na+]. As a reaction SMILES: [C:1]1(=[O:8])[CH2:2][CH2:3][CH2:4][CH2:5][CH2:6][O:7]1.[Na+:10].[OH-:9].[OH2:11]>>[C:1]([CH2:2][CH2:3][CH2:4][CH2:5][CH2:6][OH:9])([O-:7])=[O:8].[Na+:10]. As a reaction SMILES: [CH3:1][C:2]1([CH3:16])[O:3][B:4]([c:9]2[cH:10][cH:11][c:12]([NH2:15])[cH:13][cH:14]2)[O:5][C:6]1([CH3:7])[CH3:8].[N:17](=[C:18]=[O:19])[c:20]1[cH:21][c:22]([C:26]([F:27])([F:28])[F:29])[cH:23][cH:24][cH:25]1>>[CH3:1][C:2]1([CH3:16])[O:3][B:4]([c:9]2[cH:10][cH:11][c:12]([NH:15][C:18]([NH:17][c:20]3[cH:21][c:22]([C:26]([F:27])([F:28])[F:29])[cH:23][cH:24][cH:25]3)=[O:19])[cH:13][cH:14]2)[O:5][C:6]1([CH3:7])[CH3:8]. The reactants are CC1(C)OB(c2ccc(N)cc2)OC1(C)C, O=C=Nc1cccc(C(F)(F)F)c1. Yields the product CC1(C)OB(c2ccc(NC(=O)Nc3cccc(C(F)(F)F)c3)cc2)OC1(C)C. Reactants: Ice water, [H-].[Na+] (sodium hydride), FC=1C=C(C=CC1OC)C1(OC1)C (2-(3-Fluoro-4-methoxyphenyl)-2-methyloxirane), CN1CC2=C(NC=3C=CC(=CC23)C)CC1 (2,8-Dimethyl-2,3,4,5-tetrahydro-1H-pyrido[4,3-b]indole). Yields the product CN1CC2=C(N(C=3C=CC(=CC23)C)CC(C)(O)C2=CC(=C(C=C2)OC)F)CC1 (1-(2,8-dimethyl-3,4-dihydro-1H-pyrido[4,3-b]indol-5(2H)-yl)-2-(3-fluoro-4-methoxyphenyl)propan-2-ol). The solvent is CN(C)C=O (DMF). Run at time 10 minute. Reported procedure: A flask was charged with sodium hydride 60% (461 mg, 1.15 mmol) in DMF and stirred at RT for 10 min. 2,8-Dimethyl-2,3,4,5-tetrahydro-1H-pyrido[4,3-b]indole (0.76 g, 3.8 mmol) was added and the mixture stirred at RT for 1 h. 2-(3-Fluoro-4-methoxyphenyl)-2-methyloxirane (1 g, 5.4 mmol) was added and the mixture stirred at RT overnight. Ice water was added and the mixture extracted with EtOAc (3×). The combined organic layers were washed with water (4×) and concentrated, followed by purification of... As a reaction SMILES: [H-].[Na+].[CH3:3][N:4]1[CH2:17][CH2:16][C:7]2[NH:8][C:9]3[CH:10]=[CH:11][C:12]([CH3:15])=[CH:13][C:14]=3[C:6]=2[CH2:5]1.[F:18][C:19]1[CH:20]=[C:21]([C:27]2([CH3:30])[CH2:29][O:28]2)[CH:22]=[CH:23][C:24]=1[O:25][CH3:26]>CN(C=O)C>[CH3:3][N:4]1[CH2:17][CH2:16][C:7]2[N:8]([CH2:30][C:27]([C:21]3[CH:22]=[CH:23][C:24]([O:25][CH3:26])=[C:19]([F:18])[CH:20]=3)([OH:28])[CH3:29])[C:9]3[CH:10]=[CH:11][C:12]([CH3:15])=[CH:13][C:14]=3[C:6]=2[CH2:5]1 |f:0.1|. Reactants: C([O-])(O)=O.[Na+] (sodium bicarbonate), NC=1C=C(C(=O)O)C=CC1O (3-amino-4-hydroxybenzoic acid), BrCC(=O)Br (Bromoacetylbromide). The solvent is C(Cl)(Cl)Cl (chloroform). Run at temperature 0 celsius. The product is O=C1COC2=C(N1)C=C(C=C2)C(=O)O (3-oxo-3,4-dihydro-2H-1,4-benzoxazine-6-carboxylic acid). Yield: 95.0%. Reaction SMILES: [NH2:1][C:2]1[CH:3]=[C:4]([CH:8]=[CH:9][C:10]=1[OH:11])[C:5]([OH:7])=[O:6].C(=O)(O)[O-].[Na+].Br[CH2:18][C:19](Br)=[O:20]>C(Cl)(Cl)Cl>[O:20]=[C:19]1[NH:1][C:2]2[CH:3]=[C:4]([C:5]([OH:7])=[O:6])[CH:8]=[CH:9][C:10]=2[O:11][CH2:18]1 |f:1.2|. Procedure: 3-amino-4-hydroxybenzoic acid (4.0 g, 26.0 mmol) was dissolved in 168 mL of chloroform. 92 mL of saturated sodium bicarbonate solution was added and the new bi-phase mixture was stirred vigorously and cooled to 0° C. using an ice bath. Bromoacetylbromide (3.42 mL, 39 mmol) was added drop-wise. Fifteen minutes later the solution was removed from the ice bath and maintained at room temperature for 48 hours. HPLC (Eclipse XDB-C18, 4.6×250 mm, 5 micron, 1-99% CH3CN/H2O with 0.1% trifluoroacetic acid... The reactants are CI (methyliodide), ClC=1C=C(C#N)C=CC1O (3-chloro-4-hydroxybenzonitrile), [H-].[Na+] (sodium hydride). The solvent is CN(C)C=O (DMF), CN(C)C=O (DMF), CN(C)C=O (DMF). Run at temperature 70 celsius, time 18 hour. The product is ClC=1C=C(C#N)C=CC1OC (3-Chloro-4-methoxybenzonitrile). Reaction SMILES: [Cl:1][C:2]1[CH:3]=[C:4]([CH:7]=[CH:8][C:9]=1[OH:10])[C:5]#[N:6].[H-].[Na+].[CH3:13]I>CN(C=O)C>[Cl:1][C:2]1[CH:3]=[C:4]([CH:7]=[CH:8][C:9]=1[O:10][CH3:13])[C:5]#[N:6] |f:1.2|. Procedure details: Under N2, a solution of 3-chloro-4-hydroxybenzonitrile (15.4 g, 0.1 mole) in dry DMF (75 ml) was added rapidly dropwise to a stirred suspension of sodium hydride (4.0 g, 0.1 mole, 60% oil dispersion) in dry DMF (25 ml). After heating at 70° C. for 2 hours, the mixture was cooled to 20° C. and a solution of methyliodide (30 ml) in dry DMF (50 ml) was added dropwise. Following an 18 hour period at room temperature, the precipitate of sodium iodide was removed by filtration and the solvent was stri...